This data is from the Open Reaction Database (ORD), a public repository of structured organic reaction records. The task is: describe an organic reaction: reactants, conditions, products, and yield Run at temperature -78 celsius, time 2 minute. The reactants are [Li]C(C)(C)C (t-BuLi), FC1=NC=C(C=C1)I (2-Fluoro-5-iodopyridine), Cl(=O)(=O)(=O)[O-].C1CC[N+]=2CCCC12 (1,2,3,5,6,7-hexahydropyrrolizinium perchlorate). Procedure details: 2-Fluoro-5-iodopyridine (200 μL, 0.90 mmol) was dissolved in Et2O and cooled to -78° C. A solution of 2.5M t-BuLi (1.2 mL, 1.98 mmol) in pentane was added, and the reaction was stirred for 2 minutes. 1,2,3,5,6,7-hexahydropyrrolizinium perchlorate (375 mg, 1.80 mmol) was added, and the reaction mixture was allowed to stir for 10 minutes at -78° C. then allowed to warm to -20° C. The cold bath was removed, 2N HCl was added, and the mixture was extracted with Et2O. The phases were separated, and th... Run in CCCCC (pentane), CCOCC (Et2O). Reaction SMILES: [F:1][C:2]1[CH:7]=[CH:6][C:5](I)=[CH:4][N:3]=1.[Li]C(C)(C)C.Cl([O-])(=O)(=O)=O.[CH2:19]1[C:26]2[CH2:25][CH2:24][CH2:23][N+:22]=2[CH2:21][CH2:20]1>CCOCC.CCCCC>[F:1][C:2]1[N:3]=[CH:4][C:5]([C:26]23[CH2:25][CH2:24][CH2:23][N:22]2[CH2:21][CH2:20][CH2:19]3)=[CH:6][CH:7]=1 |f:2.3|. Yield: 40.4%. Product: FC1=CC=C(C=N1)C12CCCN2CCC1 (7a-(6-fluoro-3-pyridinyl)-hexahydro-1H-pyrrolizine).